From a dataset of the Open Reaction Database (ORD), a public repository of structured organic reaction records. describe an organic reaction: reactants, conditions, products, and yield Reactants: NC=1N(C=C(N1)CCCCCC#C)C(=O)OC(C)(C)C (tert-butyl 2-amino-4-(hept-6-ynyl)-1H-imidazole-1-carboxylate), N(=[N+]=[N-])CCNC(CCCCCCCCCCC)=O (N-(2-azidoethyl)dodecanamide). Yields the product NC=1N(C=C(N1)CCCCCC=1N=NN(C1)CCNC(CCCCCCCCCCC)=O)C(=O)OC(C)(C)C (tert-butyl 2-amino-4-(5-(1-(2-dodecanamidoethyl)-1H-1,2,3-triazol-4-yl)pentyl)-1H-imidazole-1-carboxylate). As a reaction SMILES: [NH2:1][C:2]1[N:3]([C:14]([O:16][C:17]([CH3:20])([CH3:19])[CH3:18])=[O:15])[CH:4]=[C:5]([CH2:7][CH2:8][CH2:9][CH2:10][CH2:11][C:12]#[CH:13])[N:6]=1.[N:21]([CH2:24][CH2:25][NH:26][C:27](=[O:39])[CH2:28][CH2:29][CH2:30][CH2:31][CH2:32][CH2:33][CH2:34][CH2:35][CH2:36][CH2:37][CH3:38])=[N+:22]=[N-:23]>>[NH2:1][C:2]1[N:3]([C:14]([O:16][C:17]([CH3:20])([CH3:19])[CH3:18])=[O:15])[CH:4]=[C:5]([CH2:7][CH2:8][CH2:9][CH2:10][CH2:11][C:12]2[N:23]=[N:22][N:21]([CH2:24][CH2:25][NH:26][C:27](=[O:39])[CH2:28][CH2:29][CH2:30][CH2:31][CH2:32][CH2:33][CH2:34][CH2:35][CH2:36][CH2:37][CH3:38])[CH:13]=2)[N:6]=1. Procedure details: tert-butyl 2-amino-4-(hept-6-ynyl)-1H-imidazole-1-carboxylate (0.107 g, 0.387 mmol) was reacted with N-(2-azidoethyl)dodecanamide (0.104 g, 0.387 mmol) following the general click procedure to give tert-butyl 2-amino-4-(5-(1-(2-dodecanamidoethyl)-1H-1,2,3-triazol-4-yl)pentyl)-1H-imidazole-1-carboxylate 1H NMR (300 MHz, CDCl3) δ 7.36 (s, 1H), δ 6.94 (s, 1H), δ 6.49 (s, 1H), δ 6.23 (s, 2H), δ 4.46 (t, 2H), δ 3.74 (q, 2H), δ 2.68 (t, 2H0, δ 2.34 (t, 2H), δ 2.16 (t, 2H), δ 1.54 (m, 13H), δ 1.47 (m, ...